Dataset: the Open Reaction Database (ORD), a public repository of structured organic reaction records. Task: describe an organic reaction: reactants, conditions, products, and yield The reactants are N(=[N+]=[N-])C1=C(C=CC=C1Cl)Cl (2-Azido-1,3-dichloro-benzene), C(C)OC(C#CC(F)(F)F)=O (4,4,4-trifluoro-but-2-ynoic acid ethyl ester). Run in C1(=CC=CC=C1)C (toluene). Reaction conditions: temperature 80 celsius, time 25 minute. Yields the product C(C)OC(=O)C=1N(N=NC1C(F)(F)F)C1=C(C=CC=C1Cl)Cl (3-(2,6-Dichloro-phenyl)-5-trifluoromethyl-3H-[1,2,3]triazole-4-carboxylic acid ethyl ester). Isolated yield 59.5%. Reaction SMILES: [N:1]([C:4]1[C:9]([Cl:10])=[CH:8][CH:7]=[CH:6][C:5]=1[Cl:11])=[N+:2]=[N-:3].[CH2:12]([O:14][C:15](=[O:22])[C:16]#[C:17][C:18]([F:21])([F:20])[F:19])[CH3:13]>C1(C)C=CC=CC=1>[CH2:12]([O:14][C:15]([C:16]1[N:1]([C:4]2[C:5]([Cl:11])=[CH:6][CH:7]=[CH:8][C:9]=2[Cl:10])[N:2]=[N:3][C:17]=1[C:18]([F:19])([F:20])[F:21])=[O:22])[CH3:13]. Procedure: A mixture of 2-Azido-1,3-dichloro-benzene (25.0 g, 132.9 mmol) and 4,4,4-trifluoro-but-2-ynoic acid ethyl ester (26.5 g, 159.6 mmol) in toluene (30 mL) are heated at 80° C. for 18 h. A large exotherm is observed at 25 minutes. The reaction is removed from heat until exotherm subsides. Two regioisomers are observed in a range of 1:1 to 3:1 in favor of the desired product. The reaction mixture is concentrated under reduced pressure to 51 g of crude material and purified via column chromatography u... Reactants: [Al+3], CCOC(=O)COc1ccc(C(=C2CCCCCC2)c2ccc(O)cc2)cc1, C1CCOC1, [H-], [H-], [H-], [H-], [Li+]. Yields the product OCCOc1ccc(C(=C2CCCCCC2)c2ccc(O)cc2)cc1. RXN SMILES: [Al+3:30].[C:1]1(=[C:8]([c:9]2[cH:10][cH:11][c:12]([O:15][CH2:16][C:17](=[O:18])[O:19][CH2:20][CH3:21])[cH:13][cH:14]2)[c:22]2[cH:23][cH:24][c:25]([OH:28])[cH:26][cH:27]2)[CH2:2][CH2:3][CH2:4][CH2:5][CH2:6][CH2:7]1.[CH2:35]1[O:36][CH2:37][CH2:38][CH2:39]1.[H-:29].[H-:32].[H-:33].[H-:34].[Li+:31]>>[C:1]1(=[C:8]([c:9]2[cH:10][cH:11][c:12]([O:15][CH2:16][CH2:17][OH:18])[cH:13][cH:14]2)[c:22]2[cH:23][cH:24][c:25]([OH:28])[cH:26][cH:27]2)[CH2:2][CH2:3][CH2:4][CH2:5][CH2:6][CH2:7]1. The reactants are [OH-].[Na+] (NaOH), C(C)N1C=C(C2=CC=CC=C12)C(=O)OC (methyl 1-ethylindole-3-carboxylate), [OH-].[Na+] (NaOH), Cl (HCl). Run in C1CCOC1 (THF). Run at temperature 50 celsius, time 36 hour. Yields the product C(C)N1C=C(C2=CC=CC=C12)C(=O)O (1-ethylindole-3-carboxylic acid). The yield is 90.0%. As a reaction SMILES: [OH-].[Na+].Cl.[CH2:4]([N:6]1[C:14]2[C:9](=[CH:10][CH:11]=[CH:12][CH:13]=2)[C:8]([C:15]([O:17]C)=[O:16])=[CH:7]1)[CH3:5]>C1COCC1>[CH2:4]([N:6]1[C:14]2[C:9](=[CH:10][CH:11]=[CH:12][CH:13]=2)[C:8]([C:15]([OH:17])=[O:16])=[CH:7]1)[CH3:5] |f:0.1|. Reported procedure: In THF (9.0 ml) was dissolved the methyl 1-ethylindole-3-carboxylate obtained in the above-described (Step 1). To the resulting solution was added 0.25N NaOH (9.0 ml) at room temperature. After the reaction mixture was stirred at 50° C. for 36 hours, 1N NaOH (1.0 ml) was added thereto, followed by stirring at 70° C. for 9 hours. The reaction mixture was cooled to room temperature, and then neutralized with 1N HCl (4.5 ml). The crystals thus precipitated were collected by filtration under reduced...